Task: describe an organic reaction: reactants, conditions, products, and yield. Dataset: the Open Reaction Database (ORD), a public repository of structured organic reaction records The reactants are C1(=CC=CC=C1)P(C1=CC=CC=C1)C1=CC=CC=C1 (triphenylphosphine), OC1=CC=C(C(=O)OCC)C=C1 (ethyl 4-hydroxybenzoate), N(=NC(=O)OCC)C(=O)OCC (diethyl azodicarboxylate), CC1(C=2C=CC(=CC2C(CC1)(C)C)C(CO)CCCCC)C ((RS)-2-(5,5,8,8-tetramethyl-5,6,7,8-tetrahydronaphthalen-2-yl)-heptanol). Run in C1CCOC1 (THF), C(C)OCC (diethylether). Product: CC1(C=2C=CC(=CC2C(CC1)(C)C)C(COC1=CC=C(C(=O)OCC)C=C1)CCCCC)C ((RS)-ethyl 4-[2-(5,5,8,8-tetramethyl-5,6,7,8-tetrahydronaphthalen-2-yl)-heptyloxy]-benzoate). Yield: 99.2%. Reaction SMILES: [CH3:1][C:2]1([CH3:22])[CH2:11][CH2:10][C:9]([CH3:13])([CH3:12])[C:8]2[CH:7]=[C:6]([CH:14]([CH2:17][CH2:18][CH2:19][CH2:20][CH3:21])[CH2:15][OH:16])[CH:5]=[CH:4][C:3]1=2.C1(P(C2C=CC=CC=2)C2C=CC=CC=2)C=CC=CC=1.O[C:43]1[CH:53]=[CH:52][C:46]([C:47]([O:49][CH2:50][CH3:51])=[O:48])=[CH:45][CH:44]=1.N(C(OCC)=O)=NC(OCC)=O>C1COCC1.C(OCC)C>[CH3:1][C:2]1([CH3:22])[CH2:11][CH2:10][C:9]([CH3:12])([CH3:13])[C:8]2[CH:7]=[C:6]([CH:14]([CH2:17][CH2:18][CH2:19][CH2:20][CH3:21])[CH2:15][O:16][C:43]3[CH:53]=[CH:52][C:46]([C:47]([O:49][CH2:50][CH3:51])=[O:48])=[CH:45][CH:44]=3)[CH:5]=[CH:4][C:3]1=2. Procedure: 400 mg of (RS)-2-(5,5,8,8-tetramethyl-5,6,7,8-tetrahydronaphthalen-2-yl)-heptanol dissolved in 25 ml of THF absolute were treated with 382 mg of triphenylphosphine, 242 mg of ethyl 4-hydroxybenzoate and 0.24 ml of diethyl azodicarboxylate. The reaction mixture was heated to reflux for 6 hours. The mixture was diluted with 1 portion of 50 ml of diethylether and washed with 2 portions of 25 ml of water and 1 portion of 50 ml of a saturated aqueous sodium chloride solution. The organic phase was dr...